From a dataset of the Open Reaction Database (ORD), a public repository of structured organic reaction records. describe an organic reaction: reactants, conditions, products, and yield The product is CC(=O)C1(CSc2ccccc2)CC1. Starting materials: O=C([O-])O, CC(C)=O, Cc1ccccc1, [Na+], Cc1ccc(S(=O)(=O)[O-])cc1, CC1(C2(CSc3ccccc3)CC2)OCCO1, c1cc[nH+]cc1. As a reaction SMILES: [C:35](=[O:36])([OH:37])[O-:38].[CH3:40][C:41](=[O:42])[CH3:43].[CH3:44][c:45]1[cH:46][cH:47][cH:48][cH:49][cH:50]1.[Na+:39].[c:18]1([CH3:19])[cH:20][cH:21][c:22]([S:23]([O-:24])(=[O:25])=[O:26])[cH:27][cH:28]1.[c:1]1([S:7][CH2:8][C:9]2([C:12]3([CH3:17])[O:13][CH2:16][CH2:15][O:14]3)[CH2:10][CH2:11]2)[cH:2][cH:3][cH:4][cH:5][cH:6]1.[nH+:29]1[cH:30][cH:31][cH:32][cH:33][cH:34]1>>[c:1]1([S:7][CH2:8][C:9]2([C:12](=[O:13])[CH3:17])[CH2:10][CH2:11]2)[cH:2][cH:3][cH:4][cH:5][cH:6]1.